describe an organic reaction: reactants, conditions, products, and yield From a dataset of the Open Reaction Database (ORD), a public repository of structured organic reaction records. The reactants are CC(C)CC(C)O, CO, CC1(C)CN(C2CCCC2)c2nc(Cl)ncc2NC1=O, COc1cc(C(=O)NC2CC3CCCC(C2)N3C)ccc1N, O, O, Cc1ccc(S(=O)(=O)O)cc1. The product is COc1cc(C(=O)NC2CC3CCCC(C2)N3C)ccc1Nc1ncc2c(n1)N(C1CCCC1)CC(C)(C)C(=O)N2. Reaction SMILES: [CH3:55][CH:56]([CH3:57])[CH2:58][CH:59]([OH:60])[CH3:61].[CH3:62][OH:63].[Cl:1][c:2]1[n:3][cH:4][c:5]2[c:11]([n:12]1)[N:10]([CH:13]1[CH2:14][CH2:15][CH2:16][CH2:17]1)[CH2:9][C:8]([CH3:18])([CH3:19])[C:7](=[O:20])[NH:6]2.[NH2:21][c:22]1[c:23]([O:41][CH3:42])[cH:24][c:25]([C:26](=[O:27])[NH:28][CH:29]2[CH2:30][CH:31]3[CH2:32][CH2:33][CH2:34][CH:35]([CH2:36]2)[N:37]3[CH3:38])[cH:39][cH:40]1.[OH2:43].[OH2:64].[c:44]1([CH3:45])[cH:46][cH:47][c:48]([S:49]([OH:50])(=[O:51])=[O:52])[cH:53][cH:54]1>>[c:2]1([NH:21][c:22]2[c:23]([O:41][CH3:42])[cH:24][c:25]([C:26](=[O:27])[NH:28][CH:29]3[CH2:30][CH:31]4[CH2:32][CH2:33][CH2:34][CH:35]([CH2:36]3)[N:37]4[CH3:38])[cH:39][cH:40]2)[n:3][cH:4][c:5]2[c:11]([n:12]1)[N:10]([CH:13]1[CH2:14][CH2:15][CH2:16][CH2:17]1)[CH2:9][C:8]([CH3:18])([CH3:19])[C:7](=[O:20])[NH:6]2. The reactants are COc1cc(OC)nc(Oc2ccccc2C(=O)O)n1, Cl, C1CCOC1, ON1CCCCC1. Product: COc1cc(OC)nc(Oc2ccccc2C(=O)ON2CCCCC2)n1. As a reaction SMILES: [CH3:1][O:2][c:3]1[n:4][c:5]([O:11][c:12]2[c:13]([C:14](=[O:15])[OH:16])[cH:17][cH:18][cH:19][cH:20]2)[n:6][c:7]([O:9][CH3:10])[cH:8]1.[ClH:28].[O:29]1[CH2:30][CH2:31][CH2:32][CH2:33]1.[OH:21][N:22]1[CH2:23][CH2:24][CH2:25][CH2:26][CH2:27]1>>[CH3:1][O:2][c:3]1[n:4][c:5]([O:11][c:12]2[c:13]([C:14](=[O:15])[O:16][N:22]3[CH2:23][CH2:24][CH2:25][CH2:26][CH2:27]3)[cH:17][cH:18][cH:19][cH:20]2)[n:6][c:7]([O:9][CH3:10])[cH:8]1. As a reaction SMILES: [CH3:1][NH2:2].[F:3][c:4]1[c:5](-[c:10]2[cH:11][cH:12][c:13]([CH:16]([CH2:17][S:18](=[O:19])(=[O:20])[Cl:21])[CH3:22])[cH:14][cH:15]2)[cH:6][cH:7][cH:8][cH:9]1.[O:23]1[CH2:24][CH2:25][CH2:26][CH2:27]1>>[CH3:1][NH:2][S:18]([CH2:17][CH:16]([c:13]1[cH:12][cH:11][c:10](-[c:5]2[c:4]([F:3])[cH:9][cH:8][cH:7][cH:6]2)[cH:15][cH:14]1)[CH3:22])(=[O:19])=[O:20]. Starting materials: CN, CC(CS(=O)(=O)Cl)c1ccc(-c2ccccc2F)cc1, C1CCOC1. The product is CNS(=O)(=O)CC(C)c1ccc(-c2ccccc2F)cc1. Starting materials: O=C(NC1=C(F)C(F)=C(C(F)=C1F)C(F)(F)F)C2(C)CC2. Reagents/catalysts: O1B(OC(C)(C)C1(C)C)B2OC(C)(C)C(O2)(C)C, O=C(O)C, [B-](F)(F)(F)F.CC[N+](CC)(CC)CC, N=1C(OC)=CC(OC)=C2C=CC=CC12, [K].O=C(O)O, [Pd].O=C(O)C. The solvent is N#CC. Reaction conditions: temperature 80 celsius, time 15 hour. The product is O=C(NC1=C(F)C(F)=C(C(F)=C1F)C(F)(F)F)C2(C)CC2B3OC(C)(C)C(O3)(C)C. The yield is 56.0%.